Dataset: the Open Reaction Database (ORD), a public repository of structured organic reaction records. Task: describe an organic reaction: reactants, conditions, products, and yield The reactants are C(C)OC(=O)[C@@H]1O[C@H]1C(NC(C(=O)NC=1SC=C(N1)C1=CC=C(C=C1)F)CC=1N=CNC1)=O ((2R,3R)-ethyl-3-(1-(4-(4-fluorophenyl)thiazol-2-ylamino)-3-(1H-imidazol-4-yl)-1-oxopropan-2-ylcarbamoyl)oxirane-2-carboxylate), [Li+].[OH-] (LiOH). Solvent: C1CCOC1.CO.O (THF MeOH H2O). Product: FC1=CC=C(C=C1)C=1N=C(SC1)NC([C@H](CC=1N=CNC1)NC(=O)[C@H]1[C@@H](O1)C(=O)O)=O ((2R,3R)-3-((S)-1-(4-(4-fluorophenyl)thiazol-2-ylamino)-3-(1H-imidazol-4-yl)-1-oxopropan-2-ylcarbamoyl)oxirane-2-carboxylic acid). The yield is 45.4%. As a reaction SMILES: C([O:3][C:4]([C@H:6]1[C@H:8]([C:9](=[O:33])[NH:10][CH:11]([CH2:27][C:28]2[N:29]=[CH:30][NH:31][CH:32]=2)[C:12]([NH:14][C:15]2[S:16][CH:17]=[C:18]([C:20]3[CH:25]=[CH:24][C:23]([F:26])=[CH:22][CH:21]=3)[N:19]=2)=[O:13])[O:7]1)=[O:5])C.[Li+].[OH-]>C1COCC1.CO.O>[F:26][C:23]1[CH:22]=[CH:21][C:20]([C:18]2[N:19]=[C:15]([NH:14][C:12](=[O:13])[C@@H:11]([NH:10][C:9]([C@@H:8]3[O:7][C@H:6]3[C:4]([OH:5])=[O:3])=[O:33])[CH2:27][C:28]3[N:29]=[CH:30][NH:31][CH:32]=3)[S:16][CH:17]=2)=[CH:25][CH:24]=1 |f:1.2,3.4.5|. Procedure details: Synthesized following general saponification procedure using the following quantities: the corresponding peptidomimetic epoxide ethyl ester 18d (200 mg, 0.42 mmol); LiOH (12 mg, 0.50 mmol); THF/MeOH/H2O (2.5 mL: 1.5 mL: 1.5 mL); yielded 30b as a white solid (85 mg, 45.2%). 1H NMR (DMSO-d6, 400 MHz): δ 12.52 (bs, 1H); 8.85-8.75 (dd, 2H, J=6.9 Hz; J=43.1 Hz); 7.94-7.91 (t, 2H); 7.80 (s, 1H); 7.62 (s, 1H); 7.28-7.24 (t, 2H); 6.93 (s, 1H): 4.80-4.76 (q, 1H); 3.65-3.64 (d, 1H, J=4.40 Hz); 3.46-3.42 (... The reactants are NC1=C(C(=O)O)C=C(C(=C1)C)OC (2-Amino-5-methoxy-4-methylbenzoic acid). Run in I (hydriodic acid). The product is NC1=C(C(=O)O)C=C(C(=C1)C)O (2-amino-5-hydroxy-4-methylbenzoic acid). Isolated yield 100.0%. RXN SMILES: [NH2:1][C:2]1[CH:10]=[C:9]([CH3:11])[C:8]([O:12]C)=[CH:7][C:3]=1[C:4]([OH:6])=[O:5]>I>[NH2:1][C:2]1[CH:10]=[C:9]([CH3:11])[C:8]([OH:12])=[CH:7][C:3]=1[C:4]([OH:6])=[O:5]. Procedure details: 2-Amino-5-methoxy-4-methylbenzoic acid (2.7 g, 14.9 mmol, 61%) and aqueous hydriodic acid (40%, 80 mL) were heated at reflux for 36 h. The aqueous was evaporated under vacuum and the residue washed with ether to yield 2-amino-5-hydroxy-4-methylbenzoic acid (INTERMEDIATE V.1) (2.5 g, 14.9 mmol 100%) The reactants are C(CCCCCCCCCCCC)NCCC(=O)OC (methyl 3-(tridecylamino)propionate), N (ammonia). Run at time 7 day. Yields the product C(CCCCCCCCCCCC)NCCC(=O)N (3-(tridecylamino)propionamide). Reaction SMILES: [CH2:1]([NH:14][CH2:15][CH2:16][C:17]([O:19]C)=O)[CH2:2][CH2:3][CH2:4][CH2:5][CH2:6][CH2:7][CH2:8][CH2:9][CH2:10][CH2:11][CH2:12][CH3:13].[NH3:21]>>[CH2:1]([NH:14][CH2:15][CH2:16][C:17]([NH2:21])=[O:19])[CH2:2][CH2:3][CH2:4][CH2:5][CH2:6][CH2:7][CH2:8][CH2:9][CH2:10][CH2:11][CH2:12][CH3:13]. Procedure details: A solution of methyl 3-(tridecylamino)propionate (0.77 g) in 10N-methanolic ammonia (7 ml) was allowed to stand at room temperature for 7 days. The resultant crystal was collected by filtration and washed with a small portion of methanol to give 3-(tridecylamino)propionamide (0.16 g). Starting materials: N(=[N+]=[N-])C(C(COS(=O)(=O)C1=CC=C(C=C1)[N+](=O)[O-])O)CC1=CC=CC=C1 (4-Nitro-benzenesulfonic acid 3-azido-2-hydroxy-4-phenyl-butyl ester), O (water), C(C)(=O)OCC (ethyl acetate), [OH-].[K+] (KOH). Run in C(C)O (Ethanol), C(Cl)Cl (CH2Cl2). Yields the product N(=[N+]=[N-])[C@@H](CC1=CC=CC=C1)[C@@H]1OC1 ((1S,2S)2-(1-Azido-2-phenyl-ethyl)-oxirane). The yield is 95.1%. RXN SMILES: [N:1]([CH:4]([CH2:21][C:22]1[CH:27]=[CH:26][CH:25]=[CH:24][CH:23]=1)[CH:5]([OH:20])[CH2:6]OS(C1C=CC([N+]([O-])=O)=CC=1)(=O)=O)=[N+:2]=[N-:3].C(OCC)(=O)C.[OH-].[K+].O>C(O)C.C(Cl)Cl>[N:1]([C@H:4]([C@H:5]1[CH2:6][O:20]1)[CH2:21][C:22]1[CH:27]=[CH:26][CH:25]=[CH:24][CH:23]=1)=[N+:2]=[N-:3] |f:2.3|. Reported procedure: A solution of 1.0 g (2.5 mmol) of 4-Nitro-benzenesulfonic acid 3-azido-2-hydroxy-4-phenyl-butyl ester (Kick, E. K.; Ellman, J. A. J. Med. Chem. 1995, 38, 1427-30) in 12 mL of Ethanol and 8 mL of ethyl acetate is treated with KOH (157 mg, 2.8 mmol). After 2 h at rt 10 mL of water is added and 20 mL of CH2Cl2 is added. The organic layer is separated, washed with brine and Na2SO4, and concentrated. Chromatography eluting with hexanes/ethyl acetate 5:1 provides 450 mg (95%) of the desired product. 1... Starting materials: CC1([C@@H]([C@@H]1C(C(C)(C)C)O)C(=O)O)C ((1R,cis) 2,2-dimethyl-3-(1-hydroxy-2,2-dimethylpropyl)-cyclopropane-carboxylic acid), C1(=CC=C(C=C1)S(=O)(=O)O)C (p-toluene sulfonic acid). Solvent: C1=CC=CC=C1 (benzene). Conditions: time 15 minute. Product: CC1([C@H]2[C@@H](OC([C@@H]12)=O)C(C)(C)C)C ((1R,4R,5S) 6,6-dimethyl-4-(2-methyl-prop-2-yl)-3-oxa-bicyclo(3,1,0)hexan-2-one). Reaction SMILES: [CH3:1][C:2]1([CH3:14])[C@@H:4]([CH:5](O)[C:6]([CH3:9])([CH3:8])[CH3:7])[C@H:3]1[C:11]([OH:13])=[O:12].C1(C)C=CC(S(O)(=O)=O)=CC=1>C1C=CC=CC=1>[CH3:1][C:2]1([CH3:14])[C@H:3]2[C@@H:4]1[C@H:5]([C:6]([CH3:9])([CH3:8])[CH3:7])[O:12][C:11]2=[O:13]. Reported procedure: A solution of 5 g of the product of Step A in 50 ml of benzene was heated to reflux and 20 mg of p-toluene sulfonic acid were added thereto and reflux was continued for 15 minutes. The mixture was cooled and was washed with aqueous sodium hydroxide and evaporated to dryness under reduced pressure. The residue was chromatographed over silica gel and was eluted with a 9-1 benzene-ethyl acetate mixture to obtain (1R,4R,5S) 6,6-dimethyl-4-(2-methyl-prop-2-yl)-3-oxa-bicyclo(3,1,0)hexan-2-one melting ...